Task: describe an organic reaction: reactants, conditions, products, and yield. Dataset: the Open Reaction Database (ORD), a public repository of structured organic reaction records Reaction SMILES: [S-:1][C:2]#[N:3].[K+].[Br:5][C:6]1[N:11]=[CH:10][C:9]([NH2:12])=[CH:8][CH:7]=1.BrBr>C(O)(=O)C>[Br:5][C:6]1[N:11]=[C:10]2[S:1][C:2]([NH2:3])=[N:12][C:9]2=[CH:8][CH:7]=1 |f:0.1|. Solvent: C(C)(=O)O (acetic acid), C(C)(=O)O (acetic acid). Isolated yield 77.9%. Procedure details: To a suspension of potassium thiocyanate (33.8 g, 348 mmol) in acetic acid (150 mL) was added 6-bromopyridin-3-amine (15.2 g, 88.1 mmol), and the mixture was stirred at room temperature for 15 min. A solution of bromine (18.4 g, 115 mmol) in acetic acid (200 mL) was added dropwise to the obtained solution at room temperature for 30 min or more. After the completion of the dropwise addition, the mixture was stirred at room temperature for 6 hr. The yielded yellow solid was filtered off, and the f... Starting materials: BrC1=CC=C(C=N1)N (6-bromopyridin-3-amine), [S-]C#N.[K+] (potassium thiocyanate), BrBr (bromine). Yields the product BrC1=CC=C2C(=N1)SC(=N2)N (5-bromo[1,3]thiazolo[5,4-b]pyridin-2-amine). Conditions: time 15 minute. Reactants: C1(CCCCC1)N1N=NN=C1CCCOC=1C=C2C=CC(NC2=CC1)=O (6-[3-(1-cyclohexyltetrazol-5-yl)propoxy]carbostyril), [H-].[Na+] (NaH), C(C=C)Br (allyl bromide). Solvent: CN(C=O)C (dimethylformamide). Reaction conditions: time 30 minute. Product: C(C=C)N1C(=O)C=CC2=CC(=CC=C12)OCCCC1=NN=NN1C1CCCCC1 (1-allyl-6-[3-(1-cyclohexyltetrazol-5-yl)propoxy]carbostyril). RXN SMILES: [CH:1]1([N:7]2[C:11]([CH2:12][CH2:13][CH2:14][O:15][C:16]3[CH:17]=[C:18]4[C:23](=[CH:24][CH:25]=3)[NH:22][C:21](=[O:26])[CH:20]=[CH:19]4)=[N:10][N:9]=[N:8]2)[CH2:6][CH2:5][CH2:4][CH2:3][CH2:2]1.[H-].[Na+].[CH2:29](Br)[CH:30]=[CH2:31]>CN(C)C=O>[CH2:31]([N:22]1[C:23]2[C:18](=[CH:17][C:16]([O:15][CH2:14][CH2:13][CH2:12][C:11]3[N:7]([CH:1]4[CH2:6][CH2:5][CH2:4][CH2:3][CH2:2]4)[N:8]=[N:9][N:10]=3)=[CH:25][CH:24]=2)[CH:19]=[CH:20][C:21]1=[O:26])[CH:30]=[CH2:29] |f:1.2|. Procedure: Into 50 ml of dimethylformamide, 1.8 g of 6-[3-(1-cyclohexyltetrazol-5-yl)propoxy]carbostyril is dissolved, then 0.15 g of NaH is added under stirring for 30 minutes by ice-cooling the outside of the reaction vessel. Into the reaction mixture, 0.52 ml of allyl bromide is added dropwise and stirred at a room temperature for 2 hours. The reaction mixture is then concentrated and the residue is extracted with chloroform, washed with water and dried with Na2SO4. After removal of the drying agent by ... Reactants: CCOc1ccc(C(C)(C)C)cc1C(=O)Cl, CCOc1cc(C(C)(C)C)ccc1C1=NC(C)(c2ccc(Cl)cc2)C(C)(c2ccc(Cl)cc2)N1. The product is CCOc1ccc(C(C)(C)C)cc1C1=NC(C)(c2ccc(Cl)cc2)C(C)(c2ccc(Cl)cc2)N1. As a reaction SMILES: [C:1]([CH3:2])([CH3:3])([CH3:4])[c:5]1[cH:6][cH:7][c:8]([O:14][CH2:15][CH3:16])[c:9]([C:10]([Cl:11])=[O:12])[cH:13]1.[Cl:17][c:18]1[cH:19][cH:20][c:21]([C:24]2([CH3:50])[N:25]=[C:26]([c:37]3[cH:38][cH:39][c:40]([C:41]([CH3:42])([CH3:43])[CH3:44])[cH:45][c:46]3[O:47][CH2:48][CH3:49])[NH:27][C:28]2([CH3:29])[c:30]2[cH:31][cH:32][c:33]([Cl:36])[cH:34][cH:35]2)[cH:22][cH:23]1>>[C:1]([CH3:2])([CH3:3])([CH3:4])[c:5]1[cH:6][cH:7][c:8]([O:14][CH2:15][CH3:16])[c:9]([C:10]2=[N:27][C:28]([CH3:29])([c:30]3[cH:31][cH:32][c:33]([Cl:36])[cH:34][cH:35]3)[C:24]([c:21]3[cH:20][cH:19][c:18]([Cl:17])[cH:23][cH:22]3)([CH3:50])[NH:25]2)[cH:13]1. Reactants: O (water), FC(C(=O)NC1=C(C=C(C(=C1)F)NC(=O)OCC)N(CC1=CC(=CC=C1)Cl)C(=O)C(F)(F)F)(F)F (N-trifluoromethylcarbonyl-2-[(trifluoromethylcarbonyl)(3-chlorophenylmethyl)amino]-4-ethoxycarbonylamino-5-fluoroaniline), C([O-])([O-])=O.[K+].[K+] (potassium carbonate), O (water), Cl (hydrochloric acid). Solvent: CO (methanol). Product: FC(C(=O)N(C1=C(N)C=C(C(=C1)NC(=O)OCC)F)CC1=CC(=CC=C1)Cl)(F)F (2-[(trifluoromethylcarbonyl)(3-chlorophenylmethyl)amino]-4-ethoxycarbonylamino-5-fluoroaniline). The yield is 105.4%. Reaction SMILES: FC(F)(F)C([NH:5][C:6]1[CH:11]=[C:10]([F:12])[C:9]([NH:13][C:14]([O:16][CH2:17][CH3:18])=[O:15])=[CH:8][C:7]=1[N:19]([C:28]([C:30]([F:33])([F:32])[F:31])=[O:29])[CH2:20][C:21]1[CH:26]=[CH:25][CH:24]=[C:23]([Cl:27])[CH:22]=1)=O.C(=O)([O-])[O-].[K+].[K+].O.Cl>CO>[F:32][C:30]([F:31])([F:33])[C:28]([N:19]([CH2:20][C:21]1[CH:26]=[CH:25][CH:24]=[C:23]([Cl:27])[CH:22]=1)[C:7]1[CH:8]=[C:9]([NH:13][C:14]([O:16][CH2:17][CH3:18])=[O:15])[C:10]([F:12])=[CH:11][C:6]=1[NH2:5])=[O:29] |f:1.2.3|. Reported procedure: A solution of 3.7 grams (0.007 mole) of N-trifluoromethylcarbonyl-2-[(trifluoromethylcarbonyl)(3-chlorophenylmethyl)amino]-4-ethoxycarbonylamino-5-fluoroaniline in 50 mL of methanol was stirred, and a solution of 1.0 gram (0.007 mole) of potassium carbonate in a minimum amount of water was added. The reaction mixture was then heated at reflux for about three hours, after which the reaction mixture was cooled, poured into cold water, and acidified to a pH of 6 with aqueous 3N hydrochloric acid. T... Starting materials: C(C)(C)(C)OC(=O)C1=CN(C=C1)CC(COC1=CC=C(C=C1)CCCCCCCC)OC(C)=O (tert-butyl-1-[2-acetoxy-3-(4-octylphenoxy)propyl]pyrrole-3-carboxylate), C[O-].[Na+] (sodium methanolate). The solvent is CO (methanol). Reaction conditions: time 15 minute. The product is C(C)(C)(C)OC(=O)C1=CN(C=C1)CC(COC1=CC=C(C=C1)CCCCCCCC)O (tert-Butyl-1-[2-hydroxy-3-(4-octylphenoxy)propyl]pyrrole-3-carboxylate). As a reaction SMILES: [C:1]([O:5][C:6]([C:8]1[CH:12]=[CH:11][N:10]([CH2:13][CH:14]([O:31]C(=O)C)[CH2:15][O:16][C:17]2[CH:22]=[CH:21][C:20]([CH2:23][CH2:24][CH2:25][CH2:26][CH2:27][CH2:28][CH2:29][CH3:30])=[CH:19][CH:18]=2)[CH:9]=1)=[O:7])([CH3:4])([CH3:3])[CH3:2].C[O-].[Na+]>CO>[C:1]([O:5][C:6]([C:8]1[CH:12]=[CH:11][N:10]([CH2:13][CH:14]([OH:31])[CH2:15][O:16][C:17]2[CH:18]=[CH:19][C:20]([CH2:23][CH2:24][CH2:25][CH2:26][CH2:27][CH2:28][CH2:29][CH3:30])=[CH:21][CH:22]=2)[CH:9]=1)=[O:7])([CH3:4])([CH3:3])[CH3:2] |f:1.2|. Procedure: 0.104 g (0.221 mmol) tert-butyl-1-[2-acetoxy-3-(4-octylphenoxy)propyl]pyrrole-3-carboxylate is dissolved in 10 ml absolute methanol, mixed with 0.88 ml (0.440 mmol) of a 0.5M sodium methanolate solution and stirred at room temperature for 15 min. Following concentration to half the volume on the rotary evaporator, the batch is diluted with diethyl ether. Washing of the organic phase with semi-saturated and with saturated NaCl solution, drying on sodium sulfate, filtration and reconcentration on ... The reactants are C(C1=CC=CC=C1)N1CC2=CC=C(C=C2C1)C=1OCCCC1 (2-benzyl-5-(5,6-dihydro-4H-pyran-2-yl)-2,3-dihydro-1H-isoindole), C(=O)[O-].[NH4+] (ammonium formate). The product is O1C(CCCC1)C=1C=C2CNCC2=CC1 (5-(Tetrahydro-pyran-2-yl)-2,3-dihydro-1H-isoindole). Reaction SMILES: C([N:8]1[CH2:16][C:15]2[C:10](=[CH:11][CH:12]=[C:13]([C:17]3[O:18][CH2:19][CH2:20][CH2:21][CH:22]=3)[CH:14]=2)[CH2:9]1)C1C=CC=CC=1.C([O-])=O.[NH4+]>>[O:18]1[CH2:19][CH2:20][CH2:21][CH2:22][CH:17]1[C:13]1[CH:14]=[C:15]2[C:10](=[CH:11][CH:12]=1)[CH2:9][NH:8][CH2:16]2 |f:1.2|. Reported procedure: Prepared in analogy to Example A49(b) from 2-benzyl-5-(5,6-dihydro-4H-pyran-2-yl)-2,3-dihydro-1H-isoindole and ammonium formate. Light brown solid. MS (m/e): 204.4 ([M+H]+, 100%).